This data is from the Open Reaction Database (ORD), a public repository of structured organic reaction records. The task is: describe an organic reaction: reactants, conditions, products, and yield Reactants: COC1=CC=CC(=C1C(=O)NOC)N, CC1=NN(C=C1NC2=NC=C(C(=C2)I)C(F)(F)F)C. Reagents/catalysts: C(=O)([O-])[O-].[Cs+].[Cs+], CC1(C2=C(C(=CC=C2)P(C3=CC=CC=C3)C4=CC=CC=C4)OC5=C1C=CC=C5P(C6=CC=CC=C6)C7=CC=CC=C7)C, CC(=O)O.CC(=O)O.[Pd]. Solvent: C1COCCO1. Conditions: temperature 90 celsius. Yields the product CC1=NN(C=C1NC2=NC=C(C(=C2)NC3=C(C(=CC=C3)OC)C(=O)NOC)C(F)(F)F)C. Isolated yield 74.1%. Procedure details: (9,9-dimethyl-9H-xanthene-4,5-diyl)bis(diphenylphosphine) (34.1 mg, 0.06 mmol), diacetoxypalladium (7.93 mg, 0.04 mmol), 2-amino-N,6-dimethoxybenzamide (131 mg, 0.67 mmol), N-(1,3-dimethyl-1H-pyrazol-4-yl)-4-iodo-5-(trifluoromethyl)pyridin-2-amine (150 mg, 0.39 mmol) and cesium carbonate (256 mg, 0.79 mmol) were weighed out in a µwave vial, sealed and dioxane (5 mL) was added. Argon was let to bubble in the mixture for 5 minutes. The reaction was stirred at 90 °C overnight. The reaction mixture ... Starting materials: C(C)(C)(C)OC(N[C@@H](CC)C(O)C1=NOC(=N1)CC)=O ({(S)-1-[(5-ethyl-1,2,4-oxadiazol-3-yl)-hydroxy-methyl]-propyl}-carbamic acid tert-butyl ester), FC(C(=O)O)(F)F (trifluoroacetic acid). The solvent is C(Cl)Cl (methylene chloride). Reaction conditions: time 3 hour. Product: FC(C(=O)O)(F)F.NC([C@H](O)C1=NOC(=N1)CC)CC ((S)-2-amino-1-(5-ethyl-1,2,4-oxadiazol-3-yl)-butan-1-ol trifluoroacetate). Reaction SMILES: C(OC(=O)[NH:7][C@H:8]([CH:11]([C:13]1[N:17]=[C:16]([CH2:18][CH3:19])[O:15][N:14]=1)[OH:12])[CH2:9][CH3:10])(C)(C)C.[F:21][C:22]([F:27])([F:26])[C:23]([OH:25])=[O:24]>C(Cl)Cl>[F:21][C:22]([F:27])([F:26])[C:23]([OH:25])=[O:24].[NH2:7][CH:8]([CH2:9][CH3:10])[C@@H:11]([C:13]1[N:17]=[C:16]([CH2:18][CH3:19])[O:15][N:14]=1)[OH:12] |f:3.4|. Procedure details: A solution of {(S)-1-[(5-ethyl-1,2,4-oxadiazol-3-yl)-hydroxy-methyl]-propyl}-carbamic acid tert-butyl ester (214 mg, 0.751 mmol) in methylene chloride (5 mL) was treated with trifluoroacetic acid (0.578 mL, 7.504 mmol) and stirred at room temperature for 3 hours. Solvent evaporated under reduced pressure to give (S)-2-amino-1-(5-ethyl-1,2,4-oxadiazol-3-yl)-butan-1-ol trifluoroacetate, a mixture of diastercoisomers, (224 mg) as a brown oil. Starting materials: C(C)(=O)O (acetic acid), CC1(NC(CC(C1C)OC(C(C(=O)OC1C(C(NC(C1)(CC)C)(CC)C)C)CCCC)=O)(CC)C)CC (butylmalonic acid-bis(2,3,6-trimethyl-2,6-diethyl-4-piperidinyl)ester), C(C)(C)(C)C=1C=C(CN(C)C)C=C(C1O)C(C)(C)C (N-(3,5-di-tert.butyl-4-hydroxybenzyl) dimethylamine), [NH2-].[Li+] (lithium amide). Solvent: C1(=CC=CC=C1)C (toluene). Product: CC1(NC(CC(C1C)OC(C(C(=O)OC1C(C(NC(C1)(CC)C)(CC)C)C)(CC1=CC(=C(C(=C1)C(C)(C)C)O)C(C)(C)C)CCCC)=O)(CC)C)CC (butyl-(3,5-di-tert.butyl-4-hydroxybenzyl)malonic acid-bis(2,3,6-trimethyl-2,6-diethyl-4-piperidinyl) ester). As a reaction SMILES: [CH3:1][C:2]1([CH2:36][CH3:37])[CH:7]([CH3:8])[CH:6]([O:9][C:10](=[O:32])[CH:11]([CH2:28][CH2:29][CH2:30][CH3:31])[C:12]([O:14][CH:15]2[CH2:20][C:19]([CH3:23])([CH2:21][CH3:22])[NH:18][C:17]([CH3:26])([CH2:24][CH3:25])[CH:16]2[CH3:27])=[O:13])[CH2:5][C:4]([CH3:35])([CH2:33][CH3:34])[NH:3]1.[C:38]([C:42]1[CH:43]=[C:44]([CH:49]=[C:50]([C:53]([CH3:56])([CH3:55])[CH3:54])[C:51]=1[OH:52])[CH2:45]N(C)C)([CH3:41])([CH3:40])[CH3:39].[NH2-].[Li+].C(O)(=O)C>C1(C)C=CC=CC=1>[CH3:26][C:17]1([CH2:24][CH3:25])[CH:16]([CH3:27])[CH:15]([O:14][C:12](=[O:13])[C:11]([CH2:28][CH2:29][CH2:30][CH3:31])([CH2:45][C:44]2[CH:49]=[C:50]([C:53]([CH3:54])([CH3:56])[CH3:55])[C:51]([OH:52])=[C:42]([C:38]([CH3:40])([CH3:39])[CH3:41])[CH:43]=2)[C:10]([O:9][CH:6]2[CH2:5][C:4]([CH3:35])([CH2:33][CH3:34])[NH:3][C:2]([CH3:1])([CH2:36][CH3:37])[CH:7]2[CH3:8])=[O:32])[CH2:20][C:19]([CH3:23])([CH2:21][CH3:22])[NH:18]1 |f:2.3|. Reported procedure: 26.2 g (0.05 mole) of butylmalonic acid-bis(2,3,6-trimethyl-2,6-diethyl-4-piperidinyl)ester and 13.2 g (0.05 mole) of N-(3,5-di-tert.butyl-4-hydroxybenzyl) dimethylamine are dissolved in 200 ml of toluene. After the addition of 0.25 g of lithium amide, the mixture is refluxed for 4 hours. After cooling, the mixture is neutralised with 1.5 ml of 1% acetic acid, and the organic phase is repeatedly washed with water. After drying over Na2SO4, the solution is concentrated in vacuo. As residue there ... The reactants are FC1=C(C#N)C=CC(=C1)N1C2=CC=CC=C2C=2C(=CC=CC12)C1=NC2=C(N1)C=C(C=C2)F (2-fluoro-4-[4-(6-fluoro-1H-benzimidazol-2-yl)-9H-carbazol-9-yl]benzonitrile), aqueous solution, [OH-].[Na+] (sodium hydroxide), aqueous solution, OO (hydrogen peroxide), C([O-])([O-])=O.[K+].[K+] (potassium carbonate), NCCO (2-aminoethanol). Run in CS(=O)C (dimethyl sulphoxide), C(C)O (ethanol). Product: FC=1C=CC2=C(NC(=N2)C2=CC=CC=3N(C4=CC=CC=C4C23)C2=CC(=C(C(=O)N)C=C2)NCCO)C1 (4-[4-(6-fluoro-1H-benzimidazol-2-yl)-9H-carbazol-9-yl]-2-(2-hydroxyethylamino)benzamide). RXN SMILES: F[C:2]1[CH:9]=[C:8]([N:10]2[C:22]3[CH:21]=[CH:20][CH:19]=[C:18]([C:23]4[NH:27][C:26]5[CH:28]=[C:29]([F:32])[CH:30]=[CH:31][C:25]=5[N:24]=4)[C:17]=3[C:16]3[C:11]2=[CH:12][CH:13]=[CH:14][CH:15]=3)[CH:7]=[CH:6][C:3]=1[C:4]#[N:5].C(=O)([O-])[O-:34].[K+].[K+].[NH2:39][CH2:40][CH2:41][OH:42].[OH-].[Na+].OO>CS(C)=O.C(O)C>[F:32][C:29]1[CH:30]=[CH:31][C:25]2[N:24]=[C:23]([C:18]3[C:17]4[C:16]5[C:11](=[CH:12][CH:13]=[CH:14][CH:15]=5)[N:10]([C:8]5[CH:7]=[CH:6][C:3]([C:4]([NH2:5])=[O:34])=[C:2]([NH:39][CH2:40][CH2:41][OH:42])[CH:9]=5)[C:22]=4[CH:21]=[CH:20][CH:19]=3)[NH:27][C:26]=2[CH:28]=1 |f:1.2.3,5.6|. Reported procedure: The process is carried out as in stage 3 of Example 3, but using 300 mg of 2-fluoro-4-[4-(6-fluoro-1H-benzimidazol-2-yl)-9H-carbazol-9-yl]benzonitrile, obtained according to stage 2 of Example 3, 296 mg of potassium carbonate and 0.872 g of 2-aminoethanol in 3 ml of dimethyl sulphoxide. 1.357 ml of a 1M aqueous solution of sodium hydroxide, 1.313 ml of a 30% aqueous solution of hydrogen peroxide and 7 ml of ethanol are then added to the reaction medium. After treatment as in stage 3 of Example 3... Starting materials: CC(C)(C)[Si](C)(C)OCCBr, COc1cc(O)ncc1[N+](=O)[O-], [K+], [K+], O=C([O-])[O-], CN(C)C=O, O. The product is COc1cc(OCCO[Si](C)(C)C(C)(C)C)ncc1[N+](=O)[O-]. RXN SMILES: [Br:19][CH2:20][CH2:21][O:22][Si:23]([CH3:24])([CH3:25])[C:26]([CH3:27])([CH3:28])[CH3:29].[CH3:1][O:2][c:3]1[cH:4][c:5]([OH:12])[n:6][cH:7][c:8]1[N+:9](=[O:10])[O-:11].[K+:13].[K+:14].[O-:15][C:16]([O-:17])=[O:18].[O:30]=[CH:31][N:32]([CH3:33])[CH3:34].[OH2:35]>>[CH3:1][O:2][c:3]1[cH:4][c:5]([O:12][CH2:20][CH2:21][O:22][Si:23]([CH3:24])([CH3:25])[C:26]([CH3:27])([CH3:28])[CH3:29])[n:6][cH:7][c:8]1[N+:9](=[O:10])[O-:11]. The reactants are C(C)(=O)OC=1C(C(=O)Cl)=CC=CC1 (acetylsalicyloyl chloride), C(C)(C)(C)OC(=O)NO (N-tert-butoxycarbonyl hydroxylamine). Yields the product C(C)(=O)OC1=C(C(=O)ONC(=O)OC(C)(C)C)C=CC=C1 ([(tert-Butoxy)carbonyl]amino 2-(acetyloxy)benzoate). RXN SMILES: [C:1]([O:4][C:5]1[C:6](=[CH:10][CH:11]=[CH:12][CH:13]=1)[C:7](Cl)=[O:8])(=[O:3])[CH3:2].[C:14]([O:18][C:19]([NH:21][OH:22])=[O:20])([CH3:17])([CH3:16])[CH3:15]>>[C:1]([O:4][C:5]1[CH:13]=[CH:12][CH:11]=[CH:10][C:6]=1[C:7]([O:22][NH:21][C:19]([O:18][C:14]([CH3:17])([CH3:16])[CH3:15])=[O:20])=[O:8])(=[O:3])[CH3:2]. Procedure: [(tert-Butoxy)carbonyl]amino 2-(acetyloxy)benzoate is prepared from acetylsalicyloyl chloride and N-tert-butoxycarbonyl hydroxylamine according to Scheme 1 described by Carpino et al. J. Am. Chem. Soc. 1959, 955-957. 1H NMR (250 MHz, DMSO-d6) δ ppm 10.89 (1H, br. s.), 7.97 (1H, dd, 7.8, 1.7 Hz), 7.75 (1H, td, 7.8, 1.8 Hz), 7.46 (1H, td, 7.6, 1.1 Hz), 7.31 (1H, dd, 8.1, 0.9 Hz), 2.27 (3H, s), 1.42 (9H, s).